Dataset: the Open Reaction Database (ORD), a public repository of structured organic reaction records. Task: describe an organic reaction: reactants, conditions, products, and yield Starting materials: C(=S)=S (Carbon disulfide), NC1=C(C=CC(=C1)C1=CC=CC=C1)O (2-amino-4-phenylphenol), [OH-].[K+] (potassium hydroxide). Solvent: C(C)O (ethanol). Reaction conditions: time 16 hour. Yields the product C1(=CC=CC=C1)C=1C=CC2=C(NC(O2)=S)C1 (5-PHENYL-3H-BENZOOXAZOLE-2-THIONE). As a reaction SMILES: [C:1](=[S:3])=S.[NH2:4][C:5]1[CH:10]=[C:9]([C:11]2[CH:16]=[CH:15][CH:14]=[CH:13][CH:12]=2)[CH:8]=[CH:7][C:6]=1[OH:17].[OH-].[K+]>C(O)C>[C:11]1([C:9]2[CH:8]=[CH:7][C:6]3[O:17][C:1](=[S:3])[NH:4][C:5]=3[CH:10]=2)[CH:12]=[CH:13][CH:14]=[CH:15][CH:16]=1 |f:2.3|. Procedure details: Carbon disulfide (7.7 mL) was added to a mixture of 2-amino-4-phenylphenol (1.0 g, 5.4 mmol), potassium hydroxide (0.36 g, 6.5 mmol) and ethanol (11.7 mL). The flask was fitted with a reflux condenser and the resulting mixture was placed in an oil bath at 60° C. for 16 h. After cooling to RT, the mixture was concentrated and ethyl acetate (20 mL) and 1 M hydrochloric acid (10 mL) were added to the residue. The layers were partitioned and the organic layer was washed successively with 1 M HCl, wa... Reactants: CCOC(C)=O, C1COCCO1, O, BrP(Br)Br, OCCCCCc1ccccc1. Product: BrCCCCCc1ccccc1. Reaction SMILES: [CH3:24][CH2:25][O:26][C:27](=[O:28])[CH3:29].[O:18]1[CH2:19][CH2:20][O:21][CH2:22][CH2:23]1.[OH2:17].[P:1]([Br:2])([Br:3])[Br:4].[c:5]1([CH2:11][CH2:12][CH2:13][CH2:14][CH2:15][OH:16])[cH:6][cH:7][cH:8][cH:9][cH:10]1>>[Br:2][CH2:15][CH2:14][CH2:13][CH2:12][CH2:11][c:5]1[cH:6][cH:7][cH:8][cH:9][cH:10]1. Starting materials: O=C1NC=2C=CC=C3C2N(C1)[C@@H]1[C@H]3CN(CC1)C(=O)OCC (ethyl (6bR,10aS)-2-oxo-2,3,6b,9,10,10a-hexahydro-1H-pyrido[3′,4′:4,5]pyrrolo[1,2,3-de]quinoxaline-8(7H)-carboxylate), [H-].[Na+] (NaH), CI (MeI), CN(C)C=O (DMF). Run in O (water). Conditions: temperature 25 celsius, time 3 hour. Product: CC1C(N(C=2C=CC=C3C2N1C1=C3CN(CC1)C(=O)OCC)C)=O (ethyl 1,3-dimethyl-2-oxo-2,3,9,10-tetrahydro-1H-pyrido[3′,4′:4,5]pyrrolo[1,2,3-de]quinoxaline-8(7H)-carboxylate). Isolated yield 64.0%. Reaction SMILES: O=[C:2]1[CH2:11][N:10]2[C@H:12]3[CH2:17][CH2:16][N:15]([C:18]([O:20][CH2:21][CH3:22])=[O:19])[CH2:14][C@H:13]3[C:8]3[C:9]2=C([CH:5]=[CH:6][CH:7]=3)N1.[H-].[Na+].CI.[CH3:27][N:28]([CH:30]=[O:31])[CH3:29]>O>[CH3:2][CH:11]1[N:10]2[C:12]3[CH2:17][CH2:16][N:15]([C:18]([O:20][CH2:21][CH3:22])=[O:19])[CH2:14][C:13]=3[C:8]3[C:9]2=[C:27]([CH:5]=[CH:6][CH:7]=3)[N:28]([CH3:29])[C:30]1=[O:31] |f:1.2|. Reported procedure: To a solution of ethyl 2-oxo-2,3,9,10-tetrahydro-1H-pyrido[3′,4′:4,5]pyrrolo[1,2,3-de]quinoxaline-8(7H)-carboxylate (from Example 211, Step A) (500 mg, 1.6 mmol) in DMF (20 mL) at rt was added NaH (147 mg, 3.6 mmol), MeI (0.25 mL, 4.0 mmol) and stirred at 25° C. for 3 hours. The solution was diluted with water (30 mL) and extracted with EtOAc (2×30 mL). The combined extracts were dried over magnesium sulfate, concentrated, and purified by flash chromatography to afford ethyl 1,3-dimethyl-2-oxo-2...